The task is: describe an organic reaction: reactants, conditions, products, and yield. This data is from the Open Reaction Database (ORD), a public repository of structured organic reaction records. Reactants: C(CCC)[Li] (n-butyllithium), ClC=1C=C(C=O)C=CC1 (3-chlorobenzaldehyde), CC(=O)C.C(=O)=O (acetone dry ice), CC=1N(C=CN1)C(C1=CC=CC=C1)(C1=CC=CC=C1)C1=CC=CC=C1 (2-methyl-1-tritylimidazole), CN(CCN(CCN(C)C)C)C (pentamethyldiethylene-triamine). Run in C(C)(=O)OCC (ethyl acetate), O1CCCC1 (THF), O1CCCC1 (tetrahydrofuran). Conditions: temperature -78 celsius, time 6 hour. The product is ClC=1C=C(C=CC1)C(CC=1N(C=CN1)C(C1=CC=CC=C1)(C1=CC=CC=C1)C1=CC=CC=C1)O (1-(3-chloro-phenyl)-2-(1-trityl-1H-imidazol-2-yl)-ethanol). Yield: 72.6%. RXN SMILES: CC(C)=O.C(=O)=O.[CH3:8][C:9]1[N:10]([C:14]([C:27]2[CH:32]=[CH:31][CH:30]=[CH:29][CH:28]=2)([C:21]2[CH:26]=[CH:25][CH:24]=[CH:23][CH:22]=2)[C:15]2[CH:20]=[CH:19][CH:18]=[CH:17][CH:16]=2)[CH:11]=[CH:12][N:13]=1.CN(C)CCN(C)CCN(C)C.C([Li])CCC.[Cl:50][C:51]1[CH:52]=[C:53]([CH:56]=[CH:57][CH:58]=1)[CH:54]=[O:55]>O1CCCC1.C(OCC)(=O)C>[Cl:50][C:51]1[CH:52]=[C:53]([CH:54]([OH:55])[CH2:8][C:9]2[N:10]([C:14]([C:15]3[CH:20]=[CH:19][CH:18]=[CH:17][CH:16]=3)([C:21]3[CH:22]=[CH:23][CH:24]=[CH:25][CH:26]=3)[C:27]3[CH:32]=[CH:31][CH:30]=[CH:29][CH:28]=3)[CH:11]=[CH:12][N:13]=2)[CH:56]=[CH:57][CH:58]=1 |f:0.1|. Procedure: To a stirred, cooled (−78° C., acetone/dry ice bath) solution of 2-methyl-1-tritylimidazole (1 g; CAS 23593-68-2) in tetrahydrofuran (THF) (15 ml) under an argon atmosphere was added pentamethyldiethylene-triamine (0.64 ml). n-butyllithium solution (2.0 ml; 1.6 M in hexanes) was then added dropwise over a period of 10 min. The reaction mixture soon turned to a dark red compact slurry. The mixture was then stirred at a temperature between −40° C. and −50° C. for 6 hours. After cooling again to −7... Starting materials: COC(=O)C(CC(C)C)NC(C(=O)Nc1ccccc1OCc1ccccc1)c1ccc2occc2c1, CCOC(C)=O. Yields the product COC(=O)C(CC(C)C)NC(C(=O)Nc1ccccc1O)c1ccc2occc2c1. As a reaction SMILES: [CH2:1]([c:2]1[cH:3][cH:4][cH:5][cH:6][cH:7]1)[O:8][c:9]1[c:10]([NH:15][C:16]([CH:17]([c:18]2[cH:19][cH:20][c:21]3[c:22]([cH:23][cH:24][o:25]3)[cH:26]2)[NH:27][CH:28]([CH2:29][CH:30]([CH3:31])[CH3:32])[C:33](=[O:34])[O:35][CH3:36])=[O:37])[cH:11][cH:12][cH:13][cH:14]1.[CH3:38][CH2:39][O:40][C:41](=[O:42])[CH3:43]>>[OH:8][c:9]1[c:10]([NH:15][C:16]([CH:17]([c:18]2[cH:19][cH:20][c:21]3[c:22]([cH:23][cH:24][o:25]3)[cH:26]2)[NH:27][CH:28]([CH2:29][CH:30]([CH3:31])[CH3:32])[C:33](=[O:34])[O:35][CH3:36])=[O:37])[cH:11][cH:12][cH:13][cH:14]1. RXN SMILES: [CH3:1][C@H:2]1[CH2:6][CH2:5][CH2:4][N:3]1[CH2:7][C@H:8]1[CH2:12][CH2:11][N:10]([C:13]2[CH:18]=[CH:17][C:16]([N+:19]([O-])=O)=[C:15]([CH3:22])[CH:14]=2)[CH2:9]1>CO.C(Cl)Cl.[Pd]>[CH3:22][C:15]1[CH:14]=[C:13]([N:10]2[CH2:11][CH2:12][C@H:8]([CH2:7][N:3]3[CH2:4][CH2:5][CH2:6][C@@H:2]3[CH3:1])[CH2:9]2)[CH:18]=[CH:17][C:16]=1[NH2:19]. Reagents/catalysts: [Pd] (Pd—C). Product: CC1=C(C=CC(=C1)N1C[C@H](CC1)CN1[C@H](CCC1)C)N ((2S,3R)-2-Methyl-4-[3-(2-methyl-pyrrolidin-1-ylmethyl)-pyrrolidin-1-yl]-phenylamine). Reaction conditions: time 8 hour. Reactants: C[C@@H]1N(CCC1)C[C@@H]1CN(CC1)C1=CC(=C(C=C1)[N+](=O)[O-])C ((2S,3R)-2-methyl-1-[1-(3-methyl-4-nitro-phenyl)-pyrrolidin-3-yl-methyl]-pyrrolidine), ( M ). The solvent is C(Cl)Cl (DCM), CO (MeOH), CO (MeOH). Reported procedure: A solution of (2S,3R)-2-methyl-1-[1-(3-methyl-4-nitro-phenyl)-pyrrolidin-3-yl-methyl]-pyrrolidine (0.3 g, 1 mmol) in MeOH (15 mL) was deaerated and nitrogen was introduced. To this solution was added Pd—C (10%, 30 mg). This mixture was stirred under H2 atmosphere at r.t. overnight. TLC (10% MeOH in DCM) and LC/MS showed the reaction was complete, product peak was observed at t=1.458 min, m/z: 274 (M). The mixture was passed through a Celite pad, rinsed with methanol. The filtrate was concentrate... The reactants are solution, ClC=1C=C(CC2C(CCC3=CC=C(C=C23)OC)N2CCCC2)C=CC1 (1-(1-(3-Chlorobenzyl)-7-methoxy-1,2,3,4-tetrahydronaphthalen-2-yl)pyrrolidine), [OH-].[Na+] (sodium hydroxide). The solvent is ClCCl (dichloromethane), ClCCl (dichloromethane). Conditions: time 2 hour. The product is ClC=1C=C(CC2C(CCC=3C=CC(=CC23)O)N2CCCC2)C=CC1 (8-(3-Chlorobenzyl)-7-(pyrrolidin-1-yl)-5,6,7,8-tetrahydronaphthalen-2-ol). As a reaction SMILES: [Cl:1][C:2]1[CH:3]=[C:4]([CH:23]=[CH:24][CH:25]=1)[CH2:5][CH:6]1[C:15]2[C:10](=[CH:11][CH:12]=[C:13]([O:16]C)[CH:14]=2)[CH2:9][CH2:8][CH:7]1[N:18]1[CH2:22][CH2:21][CH2:20][CH2:19]1.[OH-].[Na+]>ClCCl>[Cl:1][C:2]1[CH:3]=[C:4]([CH:23]=[CH:24][CH:25]=1)[CH2:5][CH:6]1[C:15]2[CH:14]=[C:13]([OH:16])[CH:12]=[CH:11][C:10]=2[CH2:9][CH2:8][CH:7]1[N:18]1[CH2:22][CH2:21][CH2:20][CH2:19]1 |f:1.2|. Procedure details: 1-(1-(3-Chlorobenzyl)-7-methoxy-1,2,3,4-tetrahydronaphthalen-2-yl)pyrrolidine (6.6 g, 18.54 mmol) was dissolved in dichloromethane (100 mL). A 1 M solution of bortribromide in dichloromethane (55.6 mL, 55.6 mmol) was added dropwise under cooling maintaining the reaction mixture at room temperature. The reaction mixture was stirred at room temperature for 2 h. The reaction was poured on ice, made alkaline with sodium hydroxide. The aqueous phase was extracted with ethyl acetate and the combined o... Reactants: C(#N)C1(C2C=CC(C1)C2)C(=O)OCC(C)C (isobutyl 2-cyano-5-norbornene-2-carboxylate), C(C)O (ethanol), [OH-].[K+] (potassium hydroxide). Solvent: O (water). Yields the product C(#N)C1(C2C=CC(C1)C2)C(=O)O (2-cyano-5-norbornene-2-carboxylic acid). RXN SMILES: [C:1]([C:3]1([C:10]([O:12]CC(C)C)=[O:11])[CH2:8][CH:7]2[CH2:9][CH:4]1[CH:5]=[CH:6]2)#[N:2].C(O)C.[OH-].[K+]>O>[C:1]([C:3]1([C:10]([OH:12])=[O:11])[CH2:8][CH:7]2[CH2:9][CH:4]1[CH:5]=[CH:6]2)#[N:2] |f:2.3|. Procedure: To a solution of 250 g (1.14 moles) isobutyl 2-cyano-5-norbornene-2-carboxylate (IBC/CPD adduct) in 1000 ml. 95% ethanol is added a solution of 112 g (1.71 moles) of potassium hydroxide (86%w) in 1000 ml. water. The solution is refluxed on a steam bath for one hour, diluted with 3500 ml. water, and extracted with 2 × 400 ml. benzene to remove any unreacted ester. The aqueous phase is acidified to pH 1 with 6 N HCl and the oily product extracted into 4 × 200 ml. chloroform. The combined extracts ... Reactants: Clc1ncc(Br)cn1, [Cl-], [H-], Cc1ccc(-c2c(N)ncnc2OCCO)cc1, [NH4+], [Na+], C1CCOC1. The product is Cc1ccc(-c2c(N)ncnc2OCCOc2ncc(Br)cn2)cc1. As a reaction SMILES: [Br:21][c:22]1[cH:23][n:24][c:25]([Cl:28])[n:26][cH:27]1.[Cl-:29].[H-:19].[NH2:1][c:2]1[c:3](-[c:12]2[cH:13][cH:14][c:15]([CH3:18])[cH:16][cH:17]2)[c:4]([O:8][CH2:9][CH2:10][OH:11])[n:5][cH:6][n:7]1.[NH4+:30].[Na+:20].[O:31]1[CH2:32][CH2:33][CH2:34][CH2:35]1>>[NH2:1][c:2]1[c:3](-[c:12]2[cH:13][cH:14][c:15]([CH3:18])[cH:16][cH:17]2)[c:4]([O:8][CH2:9][CH2:10][O:11][c:25]2[n:24][cH:23][c:22]([Br:21])[cH:27][n:26]2)[n:5][cH:6][n:7]1.